This data is from the Open Reaction Database (ORD), a public repository of structured organic reaction records. The task is: describe an organic reaction: reactants, conditions, products, and yield The reactants are CCOc1cscc1NC=O, CCO. Yields the product CCOc1cscc1N. RXN SMILES: [CH2:1]([CH3:2])[O:3][c:4]1[c:5]([NH:9][CH:10]=[O:11])[cH:6][s:7][cH:8]1.[CH3:12][CH2:13][OH:14]>>[CH2:1]([CH3:2])[O:3][c:4]1[c:5]([NH2:9])[cH:6][s:7][cH:8]1. Starting materials: ClC1=CC=C(C=C1)C=1SC(=CN1)C(CC(=O)O)CC(=O)OCC (3-[2-(4-chlorophenyl)-1,3-thiazol-5-yl]-5-ethoxy-5-oxopentanoic acid), C(C(=O)Cl)(=O)Cl (Oxalyl Chloride). The reagents and catalysts are CN(C)C=O (DMF). Solvent: C(Cl)Cl (CH2Cl2). Reaction conditions: temperature 0 celsius, time 18 hour. Product: ClC(CC(CC(=O)OCC)C1=CN=C(S1)C1=CC=C(C=C1)Cl)=O (Ethyl 5-chloro-3-[2-(4-chlorophenyl)-1,3-thiazol-5-yl]-5-oxopentanoate). Reaction SMILES: [Cl:1][C:2]1[CH:7]=[CH:6][C:5]([C:8]2[S:9][C:10]([CH:13]([CH2:18][C:19]([O:21][CH2:22][CH3:23])=[O:20])[CH2:14][C:15](O)=[O:16])=[CH:11][N:12]=2)=[CH:4][CH:3]=1.C(Cl)(=O)C([Cl:27])=O>C(Cl)Cl.CN(C=O)C>[Cl:27][C:15](=[O:16])[CH2:14][CH:13]([C:10]1[S:9][C:8]([C:5]2[CH:6]=[CH:7][C:2]([Cl:1])=[CH:3][CH:4]=2)=[N:12][CH:11]=1)[CH2:18][C:19]([O:21][CH2:22][CH3:23])=[O:20]. Reported procedure: 3-[2-(4-chlorophenyl)-1,3-thiazol-5-yl]-5-ethoxy-5-oxopentanoic acid (9.68 mmol) was dissolved in CH2Cl2 (10 mL) and cooled to 0° C. Oxalyl Chloride (2.0M in CH2Cl2; 25 mL) was added slowly. One drop of DMF was added to the reaction mixture. The reaction was warmed to room temperature and stirred for 18 hours. The reaction was concentrated in vacuo to give the crude product.